This data is from the Open Reaction Database (ORD), a public repository of structured organic reaction records. The task is: describe an organic reaction: reactants, conditions, products, and yield Reactants: NC=1C=C(C(=O)O)C=C(C1)[N+](=O)[O-] (3-amino-5-nitrobenzoic acid), F[B-](F)(F)F.N#[O+] (nitrosonium tetrafluoroborate), ClC1=C(C=CC=C1)Cl (1,2-Dichlorobenzene). Solvent: C(C)#N (acetonitrile). Conditions: time 48 hour. Product: FC=1C=C(C(=O)O)C=C(C1)[N+](=O)[O-] (3-fluoro-5-nitrobenzoic acid). Isolated yield 64.2%. RXN SMILES: [F:1][B-](F)(F)F.N#[O+].N[C:9]1[CH:10]=[C:11]([CH:15]=[C:16]([N+:18]([O-:20])=[O:19])[CH:17]=1)[C:12]([OH:14])=[O:13].ClC1C=CC=CC=1Cl>C(#N)C>[F:1][C:9]1[CH:10]=[C:11]([CH:15]=[C:16]([N+:18]([O-:20])=[O:19])[CH:17]=1)[C:12]([OH:14])=[O:13] |f:0.1|. Procedure: A vigorously stirred slurry of nitrosonium tetrafluoroborate (3.53 g, 30.2 mM) in acetonitrile (50 ml) under an atmosphere of argon was cooled in an ice bath, and 3-amino-5-nitrobenzoic acid (5.0 g, 27.5 mM) was added in three portions. The temperature was then allowed to rise to ambient, and the mixture was stirred for 48 hours. 1,2-Dichlorobenzene (50 ml) was added, and acetonitrile distilled from the mixture at reduced pressure. The mixture was then heated to 170° for 30 minutes, when gas evo... Starting materials: CC(C)(C)OC(=O)NC(Cc1ccccc1)c1cc(Cl)ncn1, ClCCl, O=P(Cl)(Cl)Cl. The product is NC(Cc1ccccc1)c1cc(Cl)ncn1. RXN SMILES: [C:1]([O:2][C:3](=[O:4])[NH:7][CH:8]([CH2:9][c:10]1[cH:11][cH:12][cH:13][cH:14][cH:15]1)[c:16]1[n:17][cH:18][n:19][c:20]([Cl:22])[cH:21]1)([CH3:5])([CH3:6])[CH3:23].[Cl:29][CH2:30][Cl:31].[P:24]([Cl:25])([Cl:26])([Cl:27])=[O:28]>>[NH2:7][CH:8]([CH2:9][c:10]1[cH:11][cH:12][cH:13][cH:14][cH:15]1)[c:16]1[n:17][cH:18][n:19][c:20]([Cl:22])[cH:21]1. The reactants are CCI, CCc1ccc(C(CC(=O)N2CC(O)CC2C(=O)N2CCCC2C(=O)NCC2CCCNC2)(c2ccc(CC)cc2)c2ccc(CC)cc2)cc1. Yields the product CCc1ccc(C(CC(=O)N2CC(O)CC2C(=O)N2CCCC2C(=O)NCC2CCCN(CC)C2)(c2ccc(CC)cc2)c2ccc(CC)cc2)cc1. RXN SMILES: [CH2:52]([CH3:53])[I:54].[OH:1][CH:2]1[CH2:3][CH:4]([C:35](=[O:36])[N:37]2[CH:38]([C:42](=[O:43])[NH:44][CH2:45][CH:46]3[CH2:47][NH:48][CH2:49][CH2:50][CH2:51]3)[CH2:39][CH2:40][CH2:41]2)[N:5]([C:7]([CH2:8][C:9]([c:10]2[cH:11][cH:12][c:13]([CH2:16][CH3:17])[cH:14][cH:15]2)([c:18]2[cH:19][cH:20][c:21]([CH2:24][CH3:25])[cH:22][cH:23]2)[c:26]2[cH:27][cH:28][c:29]([CH2:32][CH3:33])[cH:30][cH:31]2)=[O:34])[CH2:6]1>>[OH:1][CH:2]1[CH2:3][CH:4]([C:35](=[O:36])[N:37]2[CH:38]([C:42](=[O:43])[NH:44][CH2:45][CH:46]3[CH2:47][N:48]([CH2:52][CH3:53])[CH2:49][CH2:50][CH2:51]3)[CH2:39][CH2:40][CH2:41]2)[N:5]([C:7]([CH2:8][C:9]([c:10]2[cH:11][cH:12][c:13]([CH2:16][CH3:17])[cH:14][cH:15]2)([c:18]2[cH:19][cH:20][c:21]([CH2:24][CH3:25])[cH:22][cH:23]2)[c:26]2[cH:27][cH:28][c:29]([CH2:32][CH3:33])[cH:30][cH:31]2)=[O:34])[CH2:6]1. The reactants are NC1=C2N=CN(C2=NC(=N1)NCCCC)CC1=CC=CC=C1 (6-Amino-9-benzyl-2-butylaminopurine), BrBr (bromine), S(=S)(=O)([O-])[O-].[Na+].[Na+] (sodium thiosulfate). Run in C(Cl)Cl (methylene chloride). Conditions: time 1 hour. Product: NC1=C2N=C(N(C2=NC(=N1)NCCCC)CC1=CC=CC=C1)Br (6-Amino-9-benzyl-8-bromo-2-butylaminopurine). Isolated yield 91.0%. As a reaction SMILES: [NH2:1][C:2]1[N:10]=[C:9]([NH:11][CH2:12][CH2:13][CH2:14][CH3:15])[N:8]=[C:7]2[C:3]=1[N:4]=[CH:5][N:6]2[CH2:16][C:17]1[CH:22]=[CH:21][CH:20]=[CH:19][CH:18]=1.[Br:23]Br.S([O-])([O-])(=O)=S.[Na+].[Na+]>C(Cl)Cl>[NH2:1][C:2]1[N:10]=[C:9]([NH:11][CH2:12][CH2:13][CH2:14][CH3:15])[N:8]=[C:7]2[C:3]=1[N:4]=[C:5]([Br:23])[N:6]2[CH2:16][C:17]1[CH:22]=[CH:21][CH:20]=[CH:19][CH:18]=1 |f:2.3.4|. Procedure details: 6-Amino-9-benzyl-2-butylaminopurine (101 mg, 0.34 mmol) and bromine (0.5 ml) were dissolved in 50 ml of methylene chloride and the solution was stirred at room temperature for 1 hour. Aqueous sodium thiosulfate was added to the reaction mixture. The organic layer was separated, dried on sodium sulfate and filtered. The solvent in the filtrate was evaporated in vacuo. The residue was purified with silica gel chromatography (1% methanol/chloroform) to give the subject compound (116 mg, yield 91%). Reactants: BrC1=C(C(=O)Cl)C=CC=C1 (2-bromobenzoyl chloride), FC1=CC=C(N)C=C1 (4-Fluoroaniline), Cl (hydrochloric acid). Reagents/catalysts: [Cl-].[Zn+2].[Cl-] (zinc chloride). Conditions: temperature 110 celsius, time 3 hour. The product is NC1=C(C=C(C=C1)F)C(=O)C1=C(C=CC=C1)Br ((2-Amino-5-fluorophenyl)(2-bromophenyl)methanone). As a reaction SMILES: [Br:1][C:2]1[CH:10]=[CH:9][CH:8]=[CH:7][C:3]=1[C:4](Cl)=[O:5].[F:11][C:12]1[CH:18]=[CH:17][C:15]([NH2:16])=[CH:14][CH:13]=1.Cl>[Cl-].[Zn+2].[Cl-]>[NH2:16][C:15]1[CH:17]=[CH:18][C:12]([F:11])=[CH:13][C:14]=1[C:4]([C:3]1[CH:7]=[CH:8][CH:9]=[CH:10][C:2]=1[Br:1])=[O:5] |f:3.4.5|. Procedure: A mixture of 20 g (0.15 mol) of zinc chloride and 50 g (0.23 mol) of 2-bromobenzoyl chloride was heated to 110° C. 4-Fluoroaniline, 13 g (0.12 mol) Was added over a period of 2 minutes, raising the temperature of the mixture to 160° C. This mixture was then heated and stirred for 3 hours at 210°-220° C. After cooling to 140° C., 200 mL of hot 3N hydrochloric acid was added cautiously. The mixture was stirred and heated to reflux for 5 minutes and the aqueous phase was decanted from the residue. ... Starting materials: Brc1nccs1, C1CNCCN1, CC#N. The product is c1csc(N2CCNCC2)n1. As a reaction SMILES: [Br:7][c:8]1[s:9][cH:10][cH:11][n:12]1.[CH2:1]1[CH2:2][NH:3][CH2:4][CH2:5][NH:6]1.[CH3:13][C:14]#[N:15]>>[CH2:1]1[CH2:2][N:3]([c:8]2[s:9][cH:10][cH:11][n:12]2)[CH2:4][CH2:5][NH:6]1.